From a dataset of the Open Reaction Database (ORD), a public repository of structured organic reaction records. describe an organic reaction: reactants, conditions, products, and yield Starting materials: Cl.FC1=CC=C(C=C1)SCC1=NC=CC=C1 (2-(((4-fluorophenyl)thio)methyl)pyridine, hydrochloride), ClC=1C=C(C(=O)OO)C=CC1 (m-chloroperoxy-benzoic acid). Run in C(Cl)Cl (methylene chloride). Run at time 4 hour. The product is FC1=CC=C(C=C1)S(=O)CC1=NC=CC=C1 (2-(((4-Fluorophenyl)sulphinyl)methyl)pyridine). Isolated yield 54.3%. RXN SMILES: Cl.[F:2][C:3]1[CH:8]=[CH:7][C:6]([S:9][CH2:10][C:11]2[CH:16]=[CH:15][CH:14]=[CH:13][N:12]=2)=[CH:5][CH:4]=1.ClC1C=C(C=CC=1)C(OO)=[O:22]>C(Cl)Cl>[F:2][C:3]1[CH:4]=[CH:5][C:6]([S:9]([CH2:10][C:11]2[CH:16]=[CH:15][CH:14]=[CH:13][N:12]=2)=[O:22])=[CH:7][CH:8]=1 |f:0.1|. Procedure details: A stirred suspension of 2-(((4-fluorophenyl)thio)methyl)pyridine, hydrochloride (2 g) in methylene chloride (50 ml) at 0° C. was treated portionwise with m-chloroperoxy-benzoic acid (1.8 g) over 1/2 hour. The mixture was allowed to warm to ambient temperature and the mixture was stirred for a further 4 hours. The solution was washed with saturated Na2CO3 solution and water, dried (MgSO4) and evaporated. The residue was recrystallised from diisopropyl ether to give the title compound (1.0 g) mp 9...